Dataset: the Open Reaction Database (ORD), a public repository of structured organic reaction records. Task: describe an organic reaction: reactants, conditions, products, and yield Starting materials: COC(C=CC1OC(C2OC(OC21)C=CC2=CC=CC=C2)N2C1=NC=NC(=C1N=C2)NC(=O)NCC)=O (3-{6-[6-(3-Ethyl-ureido)-purin-9-yl]-2-styryl-tetrahydro-furo[3,4-d][1,3]dioxol-4-yl}-acrylic acid methyl ester), [BH4-].[Na+] (sodium tetrahydroborate). Reagents/catalysts: S(=O)(=O)([O-])[O-].[Cu+2] (Copper (II) sulfate). Solvent: CO (methanol), O (water). Run at time 48 hour. The product is COC(CCC1OC(C2OC(OC21)C=CC2=CC=CC=C2)N2C1=NC=NC(=C1N=C2)NC(=O)NCC)=O (3-{6-[6-(3-Ethyl-ureido)-purin-9-yl]-2-styryl-tetrahydro-furo[3,4-d][1,3]dioxol-4-yl}-propionic acid methyl ester). Isolated yield 49.2%. RXN SMILES: [CH3:1][O:2][C:3](=[O:37])[CH:4]=[CH:5][CH:6]1[CH:13]2[CH:9]([O:10][CH:11]([CH:14]=[CH:15][C:16]3[CH:21]=[CH:20][CH:19]=[CH:18][CH:17]=3)[O:12]2)[CH:8]([N:22]2[CH:30]=[N:29][C:28]3[C:23]2=[N:24][CH:25]=[N:26][C:27]=3[NH:31][C:32]([NH:34][CH2:35][CH3:36])=[O:33])[O:7]1.[BH4-].[Na+]>CO.O.S([O-])([O-])(=O)=O.[Cu+2]>[CH3:1][O:2][C:3](=[O:37])[CH2:4][CH2:5][CH:6]1[CH:13]2[CH:9]([O:10][CH:11]([CH:14]=[CH:15][C:16]3[CH:17]=[CH:18][CH:19]=[CH:20][CH:21]=3)[O:12]2)[CH:8]([N:22]2[CH:30]=[N:29][C:28]3[C:23]2=[N:24][CH:25]=[N:26][C:27]=3[NH:31][C:32]([NH:34][CH2:35][CH3:36])=[O:33])[O:7]1 |f:1.2,5.6|. Procedure: 3-{6-[6-(3-Ethyl-ureido)-purin-9-yl]-2-styryl-tetrahydro-furo[3,4-d][1,3]dioxol-4-yl}-acrylic acid methyl ester (250 mg, 0.5 mmol) was dissolved in dry methanol (3 mL). Copper (II) sulfate (90 mg, 0.5 mmol) was added followed by sodium tetrahydroborate (90 mg, 2.5 mmol) and the reaction was stirred 48 h. The reaction was diluted with water, filtered, and concentrated in vacuo. The residue was dissolved in ethyl acetate and precipitated with heptane. The precipitate was dissolved in dichlorometha...